Dataset: the Open Reaction Database (ORD), a public repository of structured organic reaction records. Task: describe an organic reaction: reactants, conditions, products, and yield Starting materials: [C@@H]12C(=CC[C@@H](CC1)N2C(=O)OC(C)(C)C)C(=O)OC ((1S,5R)-8-tert-butyl 2-methyl 8-azabicyclo[3.2.1]oct-2-ene-2,8-dicarboxylate). The reagents and catalysts are [OH-].[Pd+2].[OH-] (Palladium hydroxide). Solvent: C(C)O (ethanol). Product: [C@@H]12C(CC[C@@H](CC1)N2C(=O)OC(C)(C)C)C(=O)OC ((1S,5S)-8-Tert-butyl 2-methyl 8-azabicyclo[3.2.1]octane-2,8-dicarboxylate). Isolated yield 100.0%. RXN SMILES: [C@H:1]12[N:8]([C:9]([O:11][C:12]([CH3:15])([CH3:14])[CH3:13])=[O:10])[C@H:5]([CH2:6][CH2:7]1)[CH2:4][CH:3]=[C:2]2[C:16]([O:18][CH3:19])=[O:17]>C(O)C.[OH-].[Pd+2].[OH-]>[C@H:1]12[N:8]([C:9]([O:11][C:12]([CH3:13])([CH3:14])[CH3:15])=[O:10])[C@H:5]([CH2:6][CH2:7]1)[CH2:4][CH2:3][CH:2]2[C:16]([O:18][CH3:19])=[O:17] |f:2.3.4|. Reported procedure: (1S,5R)-8-tert-butyl 2-methyl 8-azabicyclo[3.2.1]oct-2-ene-2,8-dicarboxylate (5.45 g) was dissolved in ethanol (200 mL), Palladium hydroxide (20% wt, 2.73 g) was added. After vacuum degassed, the reaction mixture was hydrogenated under hydrogen balloon overnight. After filter through a pad of celite, washed with ethanol, the filtrate was concentrated to give 5.49 g of crude product. The crude was brought to next step without further purification. The reactants are C(C)(C)[C@@H]1NC(SCC1)=NC1=C(C=C(C=C1)[N+](=O)[O-])C ((R)-4-Isopropyl-2-(2-methyl-4-nitrophenylimino)-2,3,4,5-tetrahydro-1,3-thiazine), C(C(C)C)Br (isobutyl bromide). Product: C(C(C)C)N1C(SCC[C@@H]1C(C)C)=NC1=C(C=C(C=C1)[N+](=O)[O-])C ((4R)-3-isobutyl-4-isopropyl-2-(2-methyl-4-nitrophenylimino)tetrahydro-2H-1,3-thiazine). Yield: 32.0%. RXN SMILES: [CH:1]([C@H:4]1[CH2:9][CH2:8][S:7][C:6](=[N:10][C:11]2[CH:16]=[CH:15][C:14]([N+:17]([O-:19])=[O:18])=[CH:13][C:12]=2[CH3:20])[NH:5]1)([CH3:3])[CH3:2].[CH2:21](Br)[CH:22]([CH3:24])[CH3:23]>>[CH2:21]([N:5]1[C@@H:4]([CH:1]([CH3:3])[CH3:2])[CH2:9][CH2:8][S:7][C:6]1=[N:10][C:11]1[CH:16]=[CH:15][C:14]([N+:17]([O-:19])=[O:18])=[CH:13][C:12]=1[CH3:20])[CH:22]([CH3:24])[CH3:23]. Procedure details: (R)-4-Isopropyl-2-(2-methyl-4-nitrophenylimino)-2,3,4,5-tetrahydro-1,3-thiazine Method C3a) was reacted with isobutyl bromide in a manner analogous to Method D2a to yield (4R)-3-isobutyl-4-isopropyl-2-(2-methyl-4-nitrophenylimino)tetrahydro-2H-1,3-thiazine (0.081 g, 32%). TLC (33% EtOAc/hex) Rf0.76.